This data is from the Open Reaction Database (ORD), a public repository of structured organic reaction records. The task is: describe an organic reaction: reactants, conditions, products, and yield The reactants are FC\1(CCN(C2=C(/C1=C/C(=O)NCC=1N=CN(C1)C(C1=CC=CC=C1)(C1=CC=CC=C1)C1=CC=CC=C1)C=CC=C2)C(=O)C2=C(N=C(S2)C2=CC=CC=C2)C)F ((Z)-[4,4-difluoro-1-(4-methyl-2-phenylthiazole-5-carbonyl)-2,3,4,5-tetrahydro-1H-1-benzoazepin-5-ylidene]-N-[(1-trityl-1H-imidazol-4-yl)methyl]-acetamide), aqueous solution. The solvent is C(C)(=O)O (acetic acid). The product is FC\1(CCN(C2=C(/C1=C/C(=O)NCC=1N=CNC1)C=CC=C2)C(=O)C2=C(N=C(S2)C2=CC=CC=C2)C)F ((Z)-[4,4-difluoro-1-(4-methyl-2-phenylthiazole-5-carbonyl)-2,3,4,5-tetrahydro-1H-1-benzoazepin-5-ylidene]-N-[(1H-imid-azol-4-yl)methyl]acetamide). Yield: 84.9%. RXN SMILES: [F:1][C:2]1([F:56])[CH2:3][CH2:4][N:5]([C:42]([C:44]2[S:48][C:47]([C:49]3[CH:54]=[CH:53][CH:52]=[CH:51][CH:50]=3)=[N:46][C:45]=2[CH3:55])=[O:43])[C:6]2[CH:41]=[CH:40][CH:39]=[CH:38][C:7]=2/[C:8]/1=[CH:9]/[C:10]([NH:12][CH2:13][C:14]1[N:15]=[CH:16][N:17](C(C2C=CC=CC=2)(C2C=CC=CC=2)C2C=CC=CC=2)[CH:18]=1)=[O:11]>C(O)(=O)C>[F:56][C:2]1([F:1])[CH2:3][CH2:4][N:5]([C:42]([C:44]2[S:48][C:47]([C:49]3[CH:54]=[CH:53][CH:52]=[CH:51][CH:50]=3)=[N:46][C:45]=2[CH3:55])=[O:43])[C:6]2[CH:41]=[CH:40][CH:39]=[CH:38][C:7]=2/[C:8]/1=[CH:9]/[C:10]([NH:12][CH2:13][C:14]1[N:15]=[CH:16][NH:17][CH:18]=1)=[O:11]. Reported procedure: A solution of 190 mg of (Z)-[4,4-difluoro-1-(4-methyl-2-phenylthiazole-5-carbonyl)-2,3,4,5-tetrahydro-1H-1-benzoazepin-5-ylidene]-N-[(1-trityl-1H-imidazol-4-yl)methyl]-acetamide in 20 ml of a 90% aqueous solution of acetic acid was stirred at 60° C. for 1.5 hours. After evaporating the solvent therefrom, ethyl acetate and 3N hydrochloric acid were added to undergo liquid separation. The aqueous layer was neutralized with potassium carbonate and extracted with ethyl acetate. The organic layer was... Reactants: BrCC1=CC=C(OCC(=O)OCC)C=C1 (Ethyl 2-(4-bromomethylphenoxy)acetate), C1(=CC=CC=C1)P(C1=CC=CC=C1)C1=CC=CC=C1 (triphenylphosphine). Run in C1=CC=CC=C1 (benzene). Reaction conditions: temperature 50 celsius. Product: [Br-].C(C)OC(=O)COC1=CC=C(C[P+](C2=CC=CC=C2)(C2=CC=CC=C2)C2=CC=CC=C2)C=C1 (4-(Ethoxycarbonylmethoxy)benzyltriphenylphosphonium bromide), solid. Isolated yield 89.0%. As a reaction SMILES: [Br:1][CH2:2][C:3]1[CH:15]=[CH:14][C:6]([O:7][CH2:8][C:9]([O:11][CH2:12][CH3:13])=[O:10])=[CH:5][CH:4]=1.[C:16]1([P:22]([C:29]2[CH:34]=[CH:33][CH:32]=[CH:31][CH:30]=2)[C:23]2[CH:28]=[CH:27][CH:26]=[CH:25][CH:24]=2)[CH:21]=[CH:20][CH:19]=[CH:18][CH:17]=1>C1C=CC=CC=1>[Br-:1].[CH2:12]([O:11][C:9]([CH2:8][O:7][C:6]1[CH:14]=[CH:15][C:3]([CH2:2][P+:22]([C:23]2[CH:24]=[CH:25][CH:26]=[CH:27][CH:28]=2)([C:29]2[CH:34]=[CH:33][CH:32]=[CH:31][CH:30]=2)[C:16]2[CH:17]=[CH:18][CH:19]=[CH:20][CH:21]=2)=[CH:4][CH:5]=1)=[O:10])[CH3:13] |f:3.4|. Procedure details: To a 100 mL round bottomed flask with a stirring bar and a reflux condenser topped with an argon inlet was added ethyl 2-(4-bromomethylphenoxy)acetate 35-5 (2.73 g, 10 mmol), triphenylphosphine (2.62 g, 10 mmol) and dry benzene (50 mL). This solution was warmed to 50° C. for 20 h. The mixture was cooled to room temperature and the product was collected by filtration. The white solid was washed with a little benzene and dried in vacuo to give 4-(ethoxycarbonylmethoxy)benzyltriphenyl-phosphonium b... The reactants are O (water), C(CCCCCCC)SC1=CC=2C(=NN(N2)C2=C(C(=CC(=C2)C(C)(C)C)C(C)(C)C)O)C=C1 (5-n-octylthio-2-(2-hydroxy-3,5-di-tert-butylphenyl)-2H-benzotriazole), C(=O)O (formic acid), OO (hydrogen peroxide). Reagents/catalysts: O.O.[O-][W](=O)(=O)[O-].[Na+].[Na+] (sodium tungstate dihydrate). Solvent: C=1(C(=CC=CC1)C)C (xylene), C=1(C(=CC=CC1)C)C (xylene). Reaction conditions: temperature 50 celsius, time 2 hour. The product is C(CCCCCCC)S(=O)(=O)C1=CC=2C(=NN(N2)C2=C(C(=CC(=C2)C(C)(C)C)C(C)(C)C)O)C=C1 (5-n-octylsulfonyl-2-(2-hydroxy-3,5-di-tert-butylphenyl)-2H-benzotriazole). Reaction SMILES: [CH2:1]([S:9][C:10]1[CH:33]=[CH:32][C:13]2=[N:14][N:15]([C:17]3[CH:22]=[C:21]([C:23]([CH3:26])([CH3:25])[CH3:24])[CH:20]=[C:19]([C:27]([CH3:30])([CH3:29])[CH3:28])[C:18]=3[OH:31])[N:16]=[C:12]2[CH:11]=1)[CH2:2][CH2:3][CH2:4][CH2:5][CH2:6][CH2:7][CH3:8].C(O)=[O:35].OO.[OH2:39]>O.O.[O-][W]([O-])(=O)=O.[Na+].[Na+].C1(C)C(C)=CC=CC=1>[CH2:1]([S:9]([C:10]1[CH:33]=[CH:32][C:13]2=[N:14][N:15]([C:17]3[CH:22]=[C:21]([C:23]([CH3:24])([CH3:25])[CH3:26])[CH:20]=[C:19]([C:27]([CH3:30])([CH3:29])[CH3:28])[C:18]=3[OH:31])[N:16]=[C:12]2[CH:11]=1)(=[O:35])=[O:39])[CH2:2][CH2:3][CH2:4][CH2:5][CH2:6][CH2:7][CH3:8] |f:4.5.6.7.8|. Procedure details: To a 500-mL round-bottom flask are charged 30 g (0.062 mol) of 5-n-octylthio-2-(2-hydroxy-3,5-di-tert-butylphenyl)-2H-benzotriazole, 35 g (0.28 mol) of xylene, 6.4 g (0.12 mol) of formic acid and 0.21 g (0.0006 mol) of sodium tungstate dihydrate. The reaction mixture is heated to 50° C. and 19 g (0.28 mol) of 50% hydrogen peroxide is then added dropwise over a one-hour period such that the reaction temperature remains between 70-80° C. After holding at this temperature for two hours, 100 g of wa... The reactants are O=C(n1ccnc1)n1ccnc1, CCCNCCC, O=C(O)Cn1c(-c2ccc(F)cc2)nc2cccnc21, C1CCOC1. The product is CCCN(CCC)C(=O)Cn1c(-c2ccc(F)cc2)nc2cccnc21. RXN SMILES: [C:21]([n:22]1[cH:23][cH:24][n:25][cH:26]1)([n:27]1[cH:28][cH:29][n:30][cH:31]1)=[O:32].[CH2:33]([CH2:34][CH3:35])[NH:36][CH2:37][CH2:38][CH3:39].[F:1][c:2]1[cH:3][cH:4][c:5](-[c:8]2[n:9][c:10]3[c:11]([n:12][cH:13][cH:14][cH:15]3)[n:16]2[CH2:17][C:18](=[O:19])[OH:20])[cH:6][cH:7]1.[O:40]1[CH2:41][CH2:42][CH2:43][CH2:44]1>>[F:1][c:2]1[cH:3][cH:4][c:5](-[c:8]2[n:9][c:10]3[c:11]([n:12][cH:13][cH:14][cH:15]3)[n:16]2[CH2:17][C:18](=[O:20])[N:36]([CH2:33][CH2:34][CH3:35])[CH2:37][CH2:38][CH3:39])[cH:6][cH:7]1. Run in O (water), O (water), CC(=O)C (acetone). Conditions: temperature 0 celsius. The yield is 67.7%. The product is NC=1C(=NC(=CC1)Cl)C(=O)O (3-amino-6-chloro-pyridine-2-carboxylic acid). Procedure: 3-Amino-6-chloro-2-(2-furanyl)pyridine (1.06 g) was dissolved in acetone (25 mL) and cooled in an ice bath to 0° C. A solution prepared of potassium permanganate (2.57 g) in water (40 mL) was added drop wise to this solution. After complete addition, the reaction mixture was allowed to warm to room temperature and stirred for hours. The mixture was cooled again to 0° C. and a second portion of potassium permanganate (858 mg) in water (15 mL) was added and the cool bath removed. After stirring fo... The reactants are [Mn](=O)(=O)(=O)[O-].[K+] (potassium permanganate), [Mn](=O)(=O)(=O)[O-].[K+] (potassium permanganate), NC=1C(=NC(=CC1)Cl)C=1OC=CC1 (3-Amino-6-chloro-2-(2-furanyl)pyridine). Reaction SMILES: [NH2:1][C:2]1[C:3]([C:9]2[O:10]C=CC=2)=[N:4][C:5]([Cl:8])=[CH:6][CH:7]=1.[Mn]([O-])(=O)(=O)=[O:15].[K+]>CC(C)=O.O>[NH2:1][C:2]1[C:3]([C:9]([OH:10])=[O:15])=[N:4][C:5]([Cl:8])=[CH:6][CH:7]=1 |f:1.2|. Starting materials: CC(C)(C)OC(=O)N1CC(NC(=O)c2ccc(Cl)s2)CC1COS(C)(=O)=O, [N-]=[N+]=[N-], [Na+], CN(C)C=O. Product: CC(C)(C)OC(=O)N1CC(NC(=O)c2ccc(Cl)s2)CC1CN=[N+]=[N-]. RXN SMILES: [Cl:1][c:2]1[cH:3][cH:4][c:5]([C:7](=[O:8])[NH:9][CH:10]2[CH2:11][CH:12]([CH2:22][O:23][S:24]([CH3:25])(=[O:26])=[O:27])[N:13]([C:15](=[O:16])[O:17][C:18]([CH3:19])([CH3:20])[CH3:21])[CH2:14]2)[s:6]1.[N-:29]=[N+:30]=[N-:31].[Na+:28].[O:32]=[CH:33][N:34]([CH3:35])[CH3:36]>>[Cl:1][c:2]1[cH:3][cH:4][c:5]([C:7](=[O:8])[NH:9][CH:10]2[CH2:11][CH:12]([CH2:22][N:29]=[N+:30]=[N-:31])[N:13]([C:15](=[O:16])[O:17][C:18]([CH3:19])([CH3:20])[CH3:21])[CH2:14]2)[s:6]1. The reactants are O (Water), C1=CC=CC=2C(C3=C(C=CC21)C=CC=C3)C#N (5H-dibenzo[a,d]cycloheptene-5-carbonitrile), [H-].[Na+] (sodium hydride), BrCCCCl (1-bromo-3- chloropropane). Solvent: C(C)(=O)OCC (ethyl acetate), CN(C)C=O (DMF). Reaction conditions: time 1 hour. The product is ClCCCC1=CC=CC=2C(C3=C(C=CC21)C=CC=C3)C#N (3-chloropropyl-5H-dibenzo[a,d]cycloheptene-5-carbonitrile). RXN SMILES: [CH:1]1[C:11]2[CH:10]=[CH:9][C:8]3[CH:12]=[CH:13][CH:14]=[CH:15][C:7]=3[CH:6]([C:16]#[N:17])[C:5]=2[CH:4]=[CH:3][CH:2]=1.[H-].[Na+].Br[CH2:21][CH2:22][CH2:23][Cl:24].O>CN(C=O)C.C(OCC)(=O)C>[Cl:24][CH2:23][CH2:22][CH2:21][C:12]1[C:8]2[CH:9]=[CH:10][C:11]3[CH:1]=[CH:2][CH:3]=[CH:4][C:5]=3[CH:6]([C:16]#[N:17])[C:7]=2[CH:15]=[CH:14][CH:13]=1 |f:1.2|. Procedure: To a solution of 5H-dibenzo[a,d]cycloheptene-5-carbonitrile (described in J. Med Chem. 1994, 37, 804-810) (500mg) in DMF (10 ml) were added 60% sodium hydride (110 mg) and 1-bromo-3- chloropropane (0.30 ml) and the mixture was stirred at room temperature for 1 hours. Water and ethyl acetate were added to the reaction mixture, the organic layer was separated and washed with saturated aqueous sodium chloride, and dried over magnesium sulfate. The solvent was distilled off under reduced pressure to... Run at time 3 hour. Procedure details: A solution of 4-hydroxy-7-methyl[1,8]naphthyridine-3-carboxylic acid (0.204 g) and 4-chlorobenzylamine (0.12 mL) is heated to reflux. To this is added dropwise phosphorus trichloride (0.04 mL). Refluxing is continued for 3 h. The mixture is cooled and water is added to destroy excess PCl3. The solvents are removed. The residue is partitioned between EtOAc and water. The aqueous layer is extracted with EtOAc (3×). The combined organic layers are washed with brine (1×), dried and condensed. The re... RXN SMILES: [OH:1][C:2]1[C:11]2[C:6](=[N:7][C:8]([CH3:12])=[CH:9][CH:10]=2)[N:5]=[CH:4][C:3]=1[C:13]([OH:15])=O.[Cl:16][C:17]1[CH:24]=[CH:23][C:20]([CH2:21][NH2:22])=[CH:19][CH:18]=1.P(Cl)(Cl)Cl>O>[Cl:16][C:17]1[CH:24]=[CH:23][C:20]([CH2:21][NH:22][C:13]([C:3]2[CH:4]=[N:5][C:6]3[C:11]([C:2]=2[OH:1])=[CH:10][CH:9]=[C:8]([CH3:12])[N:7]=3)=[O:15])=[CH:19][CH:18]=1. Reactants: OC1=C(C=NC2=NC(=CC=C12)C)C(=O)O (4-hydroxy-7-methyl[1,8]naphthyridine-3-carboxylic acid), ClC1=CC=C(CN)C=C1 (4-chlorobenzylamine), P(Cl)(Cl)Cl (phosphorus trichloride). Yield: 5.0%. Yields the product ClC1=CC=C(CNC(=O)C=2C=NC3=NC(=CC=C3C2O)C)C=C1 (N-(4-chlorobenzyl)-4-hydroxy-7-methyl[1,8]naphthyridine-3-carboxamide). The solvent is O (water). The reactants are COc1ccccc1O, CO, [O-]Cl, Cl, [I-], [Na+], [Na+], [Na+], [Na+], [Na+], [OH-], O=S([O-])[O-]. Product: COc1cc(I)ccc1O. RXN SMILES: [CH3:1][O:2][c:3]1[cH:4][cH:5][cH:6][cH:7][c:8]1[OH:9].[CH3:24][OH:25].[Cl:14][O-:15].[ClH:17].[I-:11].[Na+:10].[Na+:13].[Na+:16].[Na+:22].[Na+:23].[OH-:12].[S:18]([O-:19])([O-:20])=[O:21]>>[CH3:1][O:2][c:3]1[cH:4][c:5]([I:11])[cH:6][cH:7][c:8]1[OH:9].